From a dataset of the Open Reaction Database (ORD), a public repository of structured organic reaction records. describe an organic reaction: reactants, conditions, products, and yield Starting materials: COc1ccc(C#N)cc1OC1CCN(C(=O)OC(C)(C)C)CC1, CCO, Cl. Yields the product COc1ccc(C#N)cc1OC1CCNCC1, Cl. As a reaction SMILES: [C:1](#[N:2])[c:3]1[cH:4][cH:5][c:6]([O:23][CH3:24])[c:7]([O:8][CH:9]2[CH2:10][CH2:11][N:12]([C:15]([O:16][C:17]([CH3:18])([CH3:19])[CH3:20])=[O:21])[CH2:13][CH2:14]2)[cH:22]1.[CH3:26][CH2:27][OH:28].[ClH:25]>>[C:1](#[N:2])[c:3]1[cH:4][cH:5][c:6]([O:23][CH3:24])[c:7]([O:8][CH:9]2[CH2:10][CH2:11][NH:12][CH2:13][CH2:14]2)[cH:22]1.[ClH:25]. The reactants are C(C)OC(CN1C(=C2C(=C1C(=O)OCC)OCCCO2)C(=O)OCC)=O (diethyl 7-(2-ethoxy-2-oxoethyl)-2,3,4,7-tetrahydro-[1,4]dioxepino[2,3-c]pyrrole-6,8-dicarboxylate), O (DI water), [OH-].[K+] (potassium hydroxide). Solvent: CC(=O)C (acetone). Yields the product C(=O)(O)CN1C(=C2C(=C1C(=O)O)OCCCO2)C(=O)O (7-(carboxymethyl)-2,3,4,7-tetrahydro-[1,4]dioxepino[2,3-c]pyrrole-6,8-dicarboxylic acid). Reaction SMILES: C([O:3][C:4](=[O:26])[CH2:5][N:6]1[C:10]([C:11]([O:13]CC)=[O:12])=[C:9]2[O:16][CH2:17][CH2:18][CH2:19][O:20][C:8]2=[C:7]1[C:21]([O:23]CC)=[O:22])C.O.[OH-].[K+]>CC(C)=O>[C:4]([CH2:5][N:6]1[C:7]([C:21]([OH:23])=[O:22])=[C:8]2[O:20][CH2:19][CH2:18][CH2:17][O:16][C:9]2=[C:10]1[C:11]([OH:13])=[O:12])([OH:26])=[O:3] |f:2.3|. Reported procedure: To a 100-mL round-bottom flask was added diethyl 7-(2-ethoxy-2-oxoethyl)-2,3,4,7-tetrahydro-[1,4]dioxepino[2,3-c]pyrrole-6,8-dicarboxylate (17.56 g, 47.5 mmol), DI water (45 mL), acetone (25 mL), and potassium hydroxide (13.34 g, 238 mmol). The reaction mixture was bubbled with argon for 20 minutes, then refluxed for 2.5 hours, resulting in a deep brown solution. The organic volatiles were removed in vacuo and the remaining aqueous layer was chilled in an ice bath. To the mixture was added conce... The reactants are CN(CCNC1=CC=C(C=C1)[N+](=O)[O-])C (4-(2-dimethylamino-ethylamino)-nitrobenzene), C(CCC)(=O)Cl (butyryl chloride). Yields the product CN(CCN(C(CCC)=O)C1=CC=C(C=C1)[N+](=O)[O-])C (4-[N-(2-dimethylamino-ethyl)-N-butyryl-amino]-nitrobenzene). RXN SMILES: [CH3:1][N:2]([CH3:15])[CH2:3][CH2:4][NH:5][C:6]1[CH:11]=[CH:10][C:9]([N+:12]([O-:14])=[O:13])=[CH:8][CH:7]=1.[C:16](Cl)(=[O:20])[CH2:17][CH2:18][CH3:19]>>[CH3:1][N:2]([CH3:15])[CH2:3][CH2:4][N:5]([C:6]1[CH:11]=[CH:10][C:9]([N+:12]([O-:14])=[O:13])=[CH:8][CH:7]=1)[C:16](=[O:20])[CH2:17][CH2:18][CH3:19]. Procedure details: Prepared from 4-(2-dimethylamino-ethylamino)-nitrobenzene and butyryl chloride Starting materials: C(C)OC1=C(C=NC2=CC=C(C=C12)\C=C/1\C(N=C(S1)SC)=O)C#N (4-ethoxy-6-[2-methylsulfanyl-4-oxo-4H-thiazol-(5Z)-ylidenemethyl]-quinoline-3-carbonitrile), FC=1C=C(C=CC1)CCN (m-fluorophenylethylamine), C(C)(C)N(CC)C(C)C (DIEA). Conditions: temperature 80 celsius, time 4 hour. The solvent is C(C)#N (acetonitrile). Reaction SMILES: [CH2:1]([O:3][C:4]1[C:13]2[C:8](=[CH:9][CH:10]=[C:11](/[CH:14]=[C:15]3/[C:16](=[O:22])[N:17]=[C:18](SC)[S:19]/3)[CH:12]=2)[N:7]=[CH:6][C:5]=1[C:23]#[N:24])[CH3:2].[F:25][C:26]1[CH:27]=[C:28]([CH2:32][CH2:33][NH2:34])[CH:29]=[CH:30][CH:31]=1.C(N(C(C)C)CC)(C)C>C(#N)C>[CH2:1]([O:3][C:4]1[C:13]2[C:8](=[CH:9][CH:10]=[C:11](/[CH:14]=[C:15]3/[C:16](=[O:22])[N:17]=[C:18]([NH:34][CH2:33][CH2:32][C:28]4[CH:29]=[CH:30][CH:31]=[C:26]([F:25])[CH:27]=4)[S:19]/3)[CH:12]=2)[N:7]=[CH:6][C:5]=1[C:23]#[N:24])[CH3:2]. Product: C(C)OC1=C(C=NC2=CC=C(C=C12)\C=C/1\C(N=C(S1)NCCC1=CC(=CC=C1)F)=O)C#N (4-ethoxy-6-[2-[2-(3-fluoro-phenyl)-ethylamino]-4-oxo-4H-thiazol-(5Z)-ylidenemethyl]-quinoline-3-carbonitrile). Procedure: The suspension of 4-ethoxy-6-[2-methylsulfanyl-4-oxo-4H-thiazol-(5Z)-ylidenemethyl]-quinoline-3-carbonitrile (example 14 g) (71 mg, 0.2 mmol), m-fluorophenylethylamine (28 ul, 0.22 mmol) and DIEA (diisopropylethylamine) (0.11 mL, 0.44 mmol) in acetonitrile (2 mL) was stirred under at 80° C. for 4 h. After cooling to room temperature, the solid was collected by filtration, washed with a little bit of acetonitrile and dried. Flash chromatography (Merck Silica gel 60, 230-400 mesh, 0%-5% methanol i... Isolated yield 67.2%. Reactants: C(C)C=1C=C(C=CC1OCC1=NC2=CC=CC=C2C=C1)CC(=O)O (2-[3-Ethyl-4-(quinolin-2-yl-methoxy)phenyl]acetic acid), CS(=O)(=O)N (methanesulphonamide), Cl.CN=C=NCCCN(C)C (N-methyl-N'-dimethylaminopropylcarbodiimide hydrochloride), CN(C)C1=NC=CC=C1 (dimethylaminopyridine). Yields the product C(C)C=1C=C(C=CC1OCC1=NC2=CC=CC=C2C=C1)CC(=O)NS(=O)(=O)C (N-[3-Ethyl-4-(quinolin-2-yl-methoxy)phenyl]acetylmethanesulphonamide). As a reaction SMILES: [CH2:1]([C:3]1[CH:4]=[C:5]([CH2:21][C:22]([OH:24])=O)[CH:6]=[CH:7][C:8]=1[O:9][CH2:10][C:11]1[CH:20]=[CH:19][C:18]2[C:13](=[CH:14][CH:15]=[CH:16][CH:17]=2)[N:12]=1)[CH3:2].[CH3:25][S:26]([NH2:29])(=[O:28])=[O:27].Cl.CN=C=NCCCN(C)C.CN(C1C=CC=CN=1)C>>[CH2:1]([C:3]1[CH:4]=[C:5]([CH2:21][C:22]([NH:29][S:26]([CH3:25])(=[O:28])=[O:27])=[O:24])[CH:6]=[CH:7][C:8]=1[O:9][CH2:10][C:11]1[CH:20]=[CH:19][C:18]2[C:13](=[CH:14][CH:15]=[CH:16][CH:17]=2)[N:12]=1)[CH3:2] |f:2.3|. Procedure: Analogously to the procedure of Example XVI, the title compound is prepared from 1.7 g (5.3 mmol) of the compound from Example XXXV, 0.6 g (6 mmol) of methanesulphonamide, 1.2 g (6 mmol) of N-methyl-N'-dimethylaminopropylcarbodiimide hydrochloride and 0.8 g (6 mmol) of dimethylaminopyridine. Reactants: [H-].[H-].[H-].[H-].[Li+].[Al+3] (LiAlH4), Example 31, C1(CCCCCC1)COC1=CC=CC(=N1)[C@@H](CC#N)O ((R)-3-(6-(cycloheptylmethoxy)pyridin-2-yl)-3-hydroxypropanenitrile), N.CO.C(Cl)Cl (NH3 MeOH CH2Cl2). Yields the product NCC[C@@H](O)C1=NC(=CC=C1)OCC1CCCCCC1 ((R)-3-amino-1-(6-(cycloheptylmethoxy)pyridin-2-yl)propan-1-ol). RXN SMILES: [H-].[H-].[H-].[H-].[Li+].[Al+3].[CH:7]1([CH2:14][O:15][C:16]2[N:21]=[C:20]([C@H:22]([OH:26])[CH2:23][C:24]#[N:25])[CH:19]=[CH:18][CH:17]=2)[CH2:13][CH2:12][CH2:11][CH2:10][CH2:9][CH2:8]1.N.CO.C(Cl)Cl>>[NH2:25][CH2:24][CH2:23][C@H:22]([C:20]1[CH:19]=[CH:18][CH:17]=[C:16]([O:15][CH2:14][CH:7]2[CH2:13][CH2:12][CH2:11][CH2:10][CH2:9][CH2:8]2)[N:21]=1)[OH:26] |f:0.1.2.3.4.5,7.8.9|. Procedure: LiAlH4 reduction of (R)-3-(6-(cycloheptylmethoxy)pyridin-2-yl)-3-hydroxypropanenitrile following the method described in Example 1 gave after flash chromatography purification (20%-30% 7N NH3/MeOH—CH2Cl2 gradient) Example 31 as a colorless oil. Yield (0.11 g, 25%); 1H NMR (400 MHz, DMSO-d6) δ 7.60 (t, J=8.0 Hz, 1H), 7.00 (d, J=6.8 Hz, 1H), 6.67 (d, J=7.6 Hz, 1H), 4.56-4.50 (m, 1H), 4.02-3.98 (m, 2H), 2.72-2.60 (m, 2H), 1.92-1.6 (m, 15H); RP-HPLC tR=9.59 min; ESI-MS m/z 279.2 [M+H]+. Reactants: Cl.NO (hydroxylamine hydrochloride), C[O-].[Na+] (sodium methoxide), Cl (hydrochloric acid), C(C)OC(C(C(C)(C)C)C(C1=CC=CC=C1)=O)=O (2-Benzoyl-3,3-dimethylbutyric acid ethyl ester), C[O-].[Na+] (sodium methoxide). Run in CO (methanol), CO (methanol). Conditions: temperature -30 celsius, time 10 minute. Yields the product C(C)(C)(C)C=1C(=NOC1C1=CC=CC=C1)O (4-(tert-Butyl)-3-hydroxy-5-phenylisoxazole). Yield: 20.0%. Reaction SMILES: C([O:3][C:4](=O)[CH:5]([C:10](=[O:17])[C:11]1[CH:16]=[CH:15][CH:14]=[CH:13][CH:12]=1)[C:6]([CH3:9])([CH3:8])[CH3:7])C.C[O-].[Na+].Cl.[NH2:23]O.Cl>CO>[C:6]([C:5]1[C:4]([OH:3])=[N:23][O:17][C:10]=1[C:11]1[CH:16]=[CH:15][CH:14]=[CH:13][CH:12]=1)([CH3:9])([CH3:8])[CH3:7] |f:1.2,3.4|. Reported procedure: 2-Benzoyl-3,3-dimethylbutyric acid ethyl ester (2.0 g) was dissolved in methanol (20 ml), and sodium methoxide (28% methanol solution, 1.6 ml) was added dropwise thereto at 5° C. under a nitrogen atmosphere, followed by stirring of the resulting mixture for 10 minutes. The reaction mixture was cooled to -30° C., and a suspension of hydroxylamine hydrochloride (1.1 g) and sodium methoxide (28% methanol solution, 6.2 ml) in methanol (10 ml) was added dropwise to the reaction mixture. The resulting... The reactants are NC1=NC=2C=CC=CC2C2=C1N=C(N2CCCC(CC(C)C)=O)CCC (1-(4-amino-2-propyl-1H-imidazo[4,5-c]quinolin-1-yl)-6-methylheptan-4-one), Cl.NO (hydroxylamine hydrochloride). Yields the product NC1=NC=2C=CC=CC2C2=C1N=C(N2CCCC(CC(C)C)=NO)CCC (1-(4-amino-2-propyl-1H-imidazo[4,5-c]quinolin-1-yl)-6-methylheptan-4-one oxime). Reaction SMILES: [NH2:1][C:2]1[C:11]2[N:12]=[C:13]([CH2:24][CH2:25][CH3:26])[N:14]([CH2:15][CH2:16][CH2:17][C:18](=O)[CH2:19][CH:20]([CH3:22])[CH3:21])[C:10]=2[C:9]2[CH:8]=[CH:7][CH:6]=[CH:5][C:4]=2[N:3]=1.Cl.[NH2:28][OH:29]>>[NH2:1][C:2]1[C:11]2[N:12]=[C:13]([CH2:24][CH2:25][CH3:26])[N:14]([CH2:15][CH2:16][CH2:17][C:18](=[N:28][OH:29])[CH2:19][CH:20]([CH3:22])[CH3:21])[C:10]=2[C:9]2[CH:8]=[CH:7][CH:6]=[CH:5][C:4]=2[N:3]=1 |f:1.2|. Reported procedure: By the general method described in Part F of Example 30, 1-(4-amino-2-propyl-1H-imidazo[4,5-c]quinolin-1-yl)-6-methylheptan-4-one was reacted with hydroxylamine hydrochloride to provide 1-(4-amino-2-propyl-1H-imidazo[4,5-c]quinolin-1-yl)-6-methylheptan-4-one oxime in about a 5 to 1 mixture of E and Z isomers as a white solid after recrystallization from aqueous methanol, mp 207-209° C. Reactants: CCO, [Na+], [OH-], COC(=O)c1ccc(-c2ccncc2)o1. Product: O=C(O)c1ccc(-c2ccncc2)o1. Reaction SMILES: [CH3:18][CH2:19][OH:20].[Na+:17].[OH-:16].[n:1]1[cH:2][cH:3][c:4](-[c:7]2[cH:8][cH:9][c:10]([C:12](=[O:13])[O:14][CH3:15])[o:11]2)[cH:5][cH:6]1>>[n:1]1[cH:2][cH:3][c:4](-[c:7]2[cH:8][cH:9][c:10]([C:12](=[O:13])[OH:14])[o:11]2)[cH:5][cH:6]1. Reactants: F[C@@H]1CN(C[C@@H]1OC=1C=CC=C2C=CC(=NC12)C1=CN=C2N1C=CC(=C2)C=2C=NC=CC2)C(=O)OCC2=CC1=CC=CC=C1C=C2 (cis-naphthalen-2-ylmethyl 3-fluoro-4-(2-(7-(pyridin-3-yl)imidazo[1,2-a]pyridin-3-yl)quinolin-8-yloxy)pyrrolidine-1-carboxylate), C(=O)(C(F)(F)F)O (TFA). Solvent: C(Cl)Cl (DCM). Conditions: time 16 hour. Product: F[C@@H]1[C@@H](CNC1)OC=1C=CC=C2C=CC(=NC12)C1=CN=C2N1C=CC(=C2)C=2C=NC=CC2 (8-((cis)-4-fluoropyrrolidin-3-yloxy)-2-(7-(pyridin-3-yl)imidazo[1,2-a]pyridin-3-yl)quinoline). Yield: 78.0%. RXN SMILES: [F:1][C@H:2]1[C@@H:6]([O:7][C:8]2[CH:9]=[CH:10][CH:11]=[C:12]3[C:17]=2[N:16]=[C:15]([C:18]2[N:22]4[CH:23]=[CH:24][C:25]([C:27]5[CH:28]=[N:29][CH:30]=[CH:31][CH:32]=5)=[CH:26][C:21]4=[N:20][CH:19]=2)[CH:14]=[CH:13]3)[CH2:5][N:4](C(OCC2C=CC3C(=CC=CC=3)C=2)=O)[CH2:3]1.C(O)(C(F)(F)F)=O>C(Cl)Cl>[F:1][C@H:2]1[CH2:3][NH:4][CH2:5][C@H:6]1[O:7][C:8]1[CH:9]=[CH:10][CH:11]=[C:12]2[C:17]=1[N:16]=[C:15]([C:18]1[N:22]3[CH:23]=[CH:24][C:25]([C:27]4[CH:28]=[N:29][CH:30]=[CH:31][CH:32]=4)=[CH:26][C:21]3=[N:20][CH:19]=1)[CH:14]=[CH:13]2. Reported procedure: A solution of cis-naphthalen-2-ylmethyl 3-fluoro-4-(2-(7-(pyridin-3-yl)imidazo[1,2-a]pyridin-3-yl)quinolin-8-yloxy)pyrrolidine-1-carboxylate (2.0 mg, 0.003 mmol) in 1 ml DCM was cooled to 0° C. and 1 ml TFA was added. The mixture was stirred for 16 hours at ambient temperature and then concentrated. The residue was purified by preparative TLC, eluting with 15% MeOH/0.5% NE4OH in chloroform to give the title compound as a film (1.1 mg, 78% yield). MS APCI (+) m/z 426.2 (M+1) detected.